Dataset: the Open Reaction Database (ORD), a public repository of structured organic reaction records. Task: describe an organic reaction: reactants, conditions, products, and yield The reactants are O (water), FC1=C(C=C(N)C=C1)[N+](=O)[O-] (4-Fluoro-3-nitro-aniline), C[O-].[Na+] (sodium methoxide), ClCCOC(=O)Cl (2-chloroethyl-chloroformate). Run in CN1C(CCC1)=O (N-methyl-pyrrolidone). Conditions: time 30 minute. The product is COC1=C(C=C(C=C1)N1C(OCC1)=O)[N+](=O)[O-] (3-(4-Methoxy-3-nitrophenyl)-1,3-oxazolidine-2-one). Reaction SMILES: F[C:2]1[CH:8]=[CH:7][C:5]([NH2:6])=[CH:4][C:3]=1[N+:9]([O-:11])=[O:10].Cl[CH2:13][CH2:14][O:15][C:16](Cl)=[O:17].[CH3:19][O-:20].[Na+].O>CN1CCCC1=O>[CH3:19][O:20][C:2]1[CH:8]=[CH:7][C:5]([N:6]2[CH2:13][CH2:14][O:15][C:16]2=[O:17])=[CH:4][C:3]=1[N+:9]([O-:11])=[O:10] |f:2.3|. Procedure: 4-Fluoro-3-nitro-aniline (50.0 g) is dissolved in 100 ml N-methyl-pyrrolidone. Subsequently 2-chloroethyl-chloroformate (48.1 g) is added dropwise under external cooling, whereupon the internal temperature is kept below 60° C. After completion of the addition stirring is continued for 30 minutes and then a 30% methanolic sodium methoxide solution (230.7 g) is added dropwise in such a rate that under external cooling the temperature remains below 40° C. When the addition is completed, the reactio...